This data is from the Open Reaction Database (ORD), a public repository of structured organic reaction records. The task is: describe an organic reaction: reactants, conditions, products, and yield Reactants: BrC=1C=CC2=C(OCCC3=C2SC(=C3)C(=O)N(C)C3=C(C=CC(=C3)C(=O)N3CC(C3)O)Cl)C1 (8-bromo-N-(2-chloro-5-(3-hydroxyazetidine-1-carbonyl)phenyl)-N-methyl-4,5-dihydrobenzo[b]thieno[2,3-d]oxepine-2-carboxamide), CC1(C2=C(C(=CC=C2)P(C3=CC=CC=C3)C4=CC=CC=C4)OC5=C(C=CC=C51)P(C6=CC=CC=C6)C7=CC=CC=C7)C (Xantphos), CN.Cl (MeNH2.HCl), C(=O)([O-])[O-].[Na+].[Na+] (Na2CO3). Reagents/catalysts: CC(=O)[O-].CC(=O)[O-].[Pd+2] (Pd(OAc)2). The solvent is C1(=CC=CC=C1)C (toluene), CN(C)C=O (DMF). Run at temperature 80 celsius. The product is ClC1=C(C=C(C=C1)C(=O)N1CC(C1)O)N(C(=O)C1=CC2=C(C3=C(OCC2)C=C(C=C3)C(=O)NC)S1)C (N2-(2-chloro-5-(3-hydroxyazetidine-1-carbonyl)phenyl)-N2,N8-dimethyl-4,5-dihydrobenzo[b]thieno[2,3-d]oxepine-2,8-dicarboxamide). Isolated yield 462.7%. As a reaction SMILES: Br[C:2]1[CH:3]=[CH:4][C:5]2[C:11]3[S:12][C:13]([C:15]([N:17]([C:19]4[CH:24]=[C:23]([C:25]([N:27]5[CH2:30][CH:29]([OH:31])[CH2:28]5)=[O:26])[CH:22]=[CH:21][C:20]=4[Cl:32])[CH3:18])=[O:16])=[CH:14][C:10]=3[CH2:9][CH2:8][O:7][C:6]=2[CH:33]=1.CC1(C)C2[C:56](=C(P(C3C=CC=CC=3)C3C=CC=CC=3)C=CC=2)[O:55]C2C(P(C3C=CC=CC=3)C3C=CC=CC=3)=CC=CC1=2.[CH3:76][NH2:77].Cl.C([O-])([O-])=O.[Na+].[Na+]>C1(C)C=CC=CC=1.CN(C=O)C.CC([O-])=O.CC([O-])=O.[Pd+2]>[Cl:32][C:20]1[CH:21]=[CH:22][C:23]([C:25]([N:27]2[CH2:30][CH:29]([OH:31])[CH2:28]2)=[O:26])=[CH:24][C:19]=1[N:17]([CH3:18])[C:15]([C:13]1[S:12][C:11]2[C:5]3[CH:4]=[CH:3][C:2]([C:56]([NH:77][CH3:76])=[O:55])=[CH:33][C:6]=3[O:7][CH2:8][CH2:9][C:10]=2[CH:14]=1)=[O:16] |f:2.3,4.5.6,9.10.11|. Procedure: A suspension of 8-bromo-N-(2-chloro-5-(3-hydroxyazetidine-1-carbonyl)phenyl)-N-methyl-4,5-dihydrobenzo[b]thieno[2,3-d]oxepine-2-carboxamide (500 mg, 0.91 mmol), Pd(OAc)2 (10 mg, 0.046 mmol), Xantphos (53 mg, 0.091 mmol), MeNH2.HCl (92 mg, 1.37 mmol) and Na2CO3 (289 mg, 2.73 mmol) in toluene (5 mL) and DMF (5 mL) was heated at 80° C. under atmosphere of CO from balloon for overnight. Then it was filtrated and concentrated, the crude product was purified by flash column chromatography on silica ge... Reactants: ClC=1C=C(CN2C(C3(C4=CC=CC=C24)NC(NC3=O)=O)=O)C=CC1Cl (1'-(3,4-Dichlorobenzyl)-spiro[imidazolidine-4,3'-indoline]-2,2',5-trione), P(=O)(Cl)(Cl)Cl (phosphorus oxychloride), CN(C=O)C (N,N-dimethylformamide), O (water). Conditions: temperature 60 celsius, time 90 minute. Product: ClC=1C=C(CN2C(C3(C4=CC=CC=C24)N(C(NC3=O)=O)C=O)=O)C=CC1Cl (1'-(3,4-dichlorobenzyl)-3-formyl-spiro[imidazolidine-4,3'-indoline]-2,2',5-trione). As a reaction SMILES: [Cl:1][C:2]1[CH:3]=[C:4]([CH:22]=[CH:23][C:24]=1[Cl:25])[CH2:5][N:6]1[C:14]2[C:9](=[CH:10][CH:11]=[CH:12][CH:13]=2)[C:8]2([C:18](=[O:19])[NH:17][C:16](=[O:20])[NH:15]2)[C:7]1=[O:21].P(Cl)(Cl)(Cl)=O.O.CN(C)[CH:34]=[O:35]>>[Cl:1][C:2]1[CH:3]=[C:4]([CH:22]=[CH:23][C:24]=1[Cl:25])[CH2:5][N:6]1[C:14]2[C:9](=[CH:10][CH:11]=[CH:12][CH:13]=2)[C:8]2([C:18](=[O:19])[NH:17][C:16](=[O:20])[N:15]2[CH:34]=[O:35])[C:7]1=[O:21]. Procedure: 1'-(3,4-Dichlorobenzyl)-spiro[imidazolidine-4,3'-indoline]-2,2',5-trione (1.8 g.) was added to a solution of phosphorus oxychloride (0.55 ml.) in N,N-dimethylformamide (20 ml.) and the mixture was stirred at 60° C. for 90 minutes. The solution obtained was then poured into water (150 ml.). The solid which formed was collected by filtration, washed with water, air-dried and then recrystallised twice from ethyl acetate/petrol 60-80 to give 1'-(3,4-dichlorobenzyl)-3-formyl-spiro[imidazolidine-4,3'-... Reactants: C(C)OC(C(C(=O)OCC)NC=1C=NC(=CC1)OC=1C=C2C=NN(C2=CC1)C=1C=NC=CC1)=O (2-[6-(1-Pyridin-3-yl-1H-indazol-5-yloxy)-pyridin-3-ylamino]-malonic acid diethyl ester), CN(C1=CC=CC=C1)C (N,N-dimethylaniline), NC=1C=CC(=NC1)OC=1C=C2C=NN(C2=CC1)C=1C=NC=CC1 (5-(5-Amino-pyridin-2-yloxy)-1-pyridin-3-yl-1H-indazole), BrCCC(C(=O)[O-])(C(=O)[O-])CC (bromodiethylmalonate). Conditions: temperature 70 celsius. Yields the product N1=CC(=CC=C1)N1N=CC2=CC(=CC=C12)OC1=CC=C(C=N1)N1CCCC12C(NC(NC2=O)=O)=O (1-[6-(1-PYRIDIN-3-YL-1H-INDAZOL-5-YLOXY)-PYRIDIN-3-YL]-1,7,9-TRIAZA-SPIRO[4.5]DECANE-6,8,10-TRIONE). Reaction SMILES: C(O[C:4](=[O:34])[CH:5]([NH:11][C:12]1[CH:13]=[N:14][C:15]([O:18][C:19]2[CH:20]=[C:21]3[C:25](=[CH:26][CH:27]=2)[N:24]([C:28]2[CH:29]=[N:30][CH:31]=[CH:32][CH:33]=2)[N:23]=[CH:22]3)=[CH:16][CH:17]=1)[C:6](OCC)=[O:7])C.NC1C=C[C:39]([O:42]C2C=C3C(=CC=2)N(C2C=NC=CC=2)N=C3)=[N:40]C=1.BrCC[C:61]([CH2:68][CH3:69])(C([O-])=O)C([O-])=O.C[N:71](C)C1C=CC=CC=1>>[N:30]1[CH:31]=[CH:32][CH:33]=[C:28]([N:24]2[C:25]3[C:21](=[CH:20][C:19]([O:18][C:15]4[N:14]=[CH:13][C:12]([N:11]5[C:5]6([C:6](=[O:7])[NH:71][C:39](=[O:42])[NH:40][C:4]6=[O:34])[CH2:61][CH2:68][CH2:69]5)=[CH:17][CH:16]=4)=[CH:27][CH:26]=3)[CH:22]=[N:23]2)[CH:29]=1. Procedure: 2-[6-(1-Pyridin-3-yl-1H-indazol-5-yloxy)-pyridin-3-ylamino]-malonic acid diethyl ester can be prepared by combining 5-(5-Amino-pyridin-2-yloxy)-1-pyridin-3-yl-1H-indazole (11.4 mmol), bromodiethylmalonate (11.4 mmol), and N,N-dimethylaniline (11.4 mmol) in a flame dried flask and heated to 70° C. for 3.5 hours. The mixture is cooled to room temperature, adsorbed to silica gel and chromatographed (gradient elution, ethyl acetate-hexanes) to afford the title compound. Starting materials: FC=1C=CC(=NC1)C=1N=CN(C1)C(C1=CC=CC=C1)(C1=CC=CC=C1)C1=CC=CC=C1 (4-(5-Fluoro-2-pyridyl)-1-trityl-1H-imidazole), Cl (hydrochloric acid). Run in O1CCCC1 (tetrahydrofuran). Product: FC=1C=CC(=NC1)C=1N=CNC1 (4-(5-Fluoro-2-pyridyl)imidazole). Yield: 65.7%. RXN SMILES: [F:1][C:2]1[CH:3]=[CH:4][C:5]([C:8]2[N:9]=[CH:10][N:11](C(C3C=CC=CC=3)(C3C=CC=CC=3)C3C=CC=CC=3)[CH:12]=2)=[N:6][CH:7]=1.Cl>O1CCCC1>[F:1][C:2]1[CH:3]=[CH:4][C:5]([C:8]2[N:9]=[CH:10][NH:11][CH:12]=2)=[N:6][CH:7]=1. Reported procedure: To a solution of 4-(5-Fluoro-2-pyridyl)-1-trityl-1H-imidazole (0.23 g, 0.56 mmol) in tetrahydrofuran (4 ml) added hydrochloric acid (2.4 ml, 2N aqueous). The resulting reaction mixture was heated at reflux for 45 min. The reaction mixture was cooled to room temperature and concentrated in-vacuo. The isolated residue was triturated with diethyl ether to yield 4-(5-Fluoro-2-pyridyl)imidazole (0.06 g) as the hydrochloride salt. Starting materials: NC1=CC=C(C(=O)[C@@H]2[C@@H](C2)C(=O)O)C=C1 (cis-2-(p-aminobenzoyl)-cyclopropanecarboxylic acid), ice water. Run in C(CC)(=O)OC(CC)=O (propionic anhydride). Reaction conditions: time 8 hour. The product is C(CC)(=O)NC1=CC=C(C(=O)[C@@H]2[C@@H](C2)C(=O)O)C=C1 (cis-2-(p-propionylaminobenzoyl)-cyclopropanecarboxylic acid). The yield is 59.6%. As a reaction SMILES: [NH2:1][C:2]1[CH:15]=[CH:14][C:5]([C:6]([C@H:8]2[CH2:10][C@H:9]2[C:11]([OH:13])=[O:12])=[O:7])=[CH:4][CH:3]=1>C(OC(=O)CC)(=O)CC>[C:6]([NH:1][C:2]1[CH:3]=[CH:4][C:5]([C:6]([C@H:8]2[CH2:10][C@H:9]2[C:11]([OH:13])=[O:12])=[O:7])=[CH:14][CH:15]=1)(=[O:7])[CH2:5][CH3:4]. Procedure details: 5.0 g (24.4 millimoles) of cis-2-(p-aminobenzoyl)-cyclopropanecarboxylic acid (see Example 9a) and 50 ml of propionic anhydride are kept at 80° C. for 30 minutes. The solution is then poured into ice water. The oil which hereupon separates out is left to stand overnight at room temperature in the aqueous phase, during which time it solidifies. It is then filtered off, washed with water and recrystallized from ethyl acetate/petroleum ether. 1.9 g (30% of theory) of cis-2-(p-propionylaminobenzoyl)... Reactants: CS(=O)(=O)c1ccc(OCCCBr)cc1, O=C([O-])[O-], CCCCCCCCCCCCCCCCCCOc1cc(O)cc(N(CC(=O)OC)CC(=O)OC)c1, CC(C)=O, [I-], [K+], [K+], [Na+], CN(C)C=O. The product is CCCCCCCCCCCCCCCCCCOc1cc(OCCCOc2ccc(S(C)(=O)=O)cc2)cc(N(CC(=O)OC)CC(=O)OC)c1. Reaction SMILES: [Br:38][CH2:39][CH2:40][CH2:41][O:42][c:43]1[cH:44][cH:45][c:46]([S:49](=[O:50])(=[O:51])[CH3:52])[cH:47][cH:48]1.[C:53](=[O:54])([O-:55])[O-:56].[CH3:1][O:2][C:3]([CH2:4][N:5]([CH2:6][C:7](=[O:8])[O:9][CH3:10])[c:11]1[cH:12][c:13]([OH:36])[cH:14][c:15]([O:17][CH2:18][CH2:19][CH2:20][CH2:21][CH2:22][CH2:23][CH2:24][CH2:25][CH2:26][CH2:27][CH2:28][CH2:29][CH2:30][CH2:31][CH2:32][CH2:33][CH2:34][CH3:35])[cH:16]1)=[O:37].[CH3:61][C:62](=[O:63])[CH3:64].[I-:60].[K+:57].[K+:58].[Na+:59].[O:65]=[CH:66][N:67]([CH3:68])[CH3:69]>>[CH3:1][O:2][C:3]([CH2:4][N:5]([CH2:6][C:7](=[O:8])[O:9][CH3:10])[c:11]1[cH:12][c:13]([O:36][CH2:39][CH2:40][CH2:41][O:42][c:43]2[cH:44][cH:45][c:46]([S:49](=[O:50])(=[O:51])[CH3:52])[cH:47][cH:48]2)[cH:14][c:15]([O:17][CH2:18][CH2:19][CH2:20][CH2:21][CH2:22][CH2:23][CH2:24][CH2:25][CH2:26][CH2:27][CH2:28][CH2:29][CH2:30][CH2:31][CH2:32][CH2:33][CH2:34][CH3:35])[cH:16]1)=[O:37]. Starting materials: [OH-].[Na+] (sodium hydroxide), [H-].[Al+3].[Li+].[H-].[H-].[H-] (lithium aluminum hydride), COC1=C2C=NNC2=CC=C1O[C@H]1C[C@H](CCC1)NC(CC)=O (N-[cis-3-[(4-methoxy-1H-indazol-5-yl)oxy]cyclohexyl]propanamide). Run in O (water), O1CCCC1 (tetrahydrofuran), O (water), O1CCCC1 (tetrahydrofuran). Product: COC1=C2C=NNC2=CC=C1O[C@H]1C[C@H](CCC1)NCCC (N-[cis-3-[(4-methoxy-1H-indazol-5-yl)oxy]cyclohexyl]-N-propylamine). Yield: 42.3%. As a reaction SMILES: [CH3:1][O:2][C:3]1[C:11]([O:12][C@@H:13]2[CH2:18][CH2:17][CH2:16][C@H:15]([NH:19][C:20](=O)[CH2:21][CH3:22])[CH2:14]2)=[CH:10][CH:9]=[C:8]2[C:4]=1[CH:5]=[N:6][NH:7]2.[H-].[Al+3].[Li+].[H-].[H-].[H-].[OH-].[Na+]>O1CCCC1.O>[CH3:1][O:2][C:3]1[C:11]([O:12][C@@H:13]2[CH2:18][CH2:17][CH2:16][C@H:15]([NH:19][CH2:20][CH2:21][CH3:22])[CH2:14]2)=[CH:10][CH:9]=[C:8]2[C:4]=1[CH:5]=[N:6][NH:7]2 |f:1.2.3.4.5.6,7.8|. Procedure details: Under nitrogen, N-[cis-3-[(4-methoxy-1H-indazol-5-yl)oxy]cyclohexyl]propanamide (141 mg, 0.444 mmol) was dissolved in tetrahydrofuran (7 ml), followed by adding thereto lithium aluminum hydride (84 mg, 2.22 mmol), and the resulting mixture was stirred with heating under reflux for about 2 hours. Under ice-cooling, the reaction solution was diluted with tetrahydrofuran, and water (84 μl) was added thereto and stirred, and then a 4N-aqueous sodium hydroxide solution (84 μl) and water (250 μl) were... The reactants are BrC=1C=CC(=C(C=O)C1)OC1=CC(=C(C=C1)Cl)Cl (5-bromo-2-(3,4-dichlorophenoxy)benzaldehyde), C(=O)([O-])[O-].[Na+].[Na+] (Na2CO3), BrC1=NC=CC=C1 (2-bromopyridine), B1(OC(C(O1)(C)C)(C)C)B2OC(C(O2)(C)C)(C)C (bis(pinacolato)diboron), C(C)(=O)[O-].[K+] (potassium acetate). Reagents/catalysts: C1=CC=C(C=C1)P([C-]2C=CC=C2)C3=CC=CC=C3.C1=CC=C(C=C1)P([C-]2C=CC=C2)C3=CC=CC=C3.Cl[Pd]Cl.[Fe+2] (PdCl2(dppf)), C1=CC=C(C=C1)[PH+](C2=CC=CC=C2)[C]3[CH][CH][CH][CH]3.C1=CC=C(C=C1)[PH+](C2=CC=CC=C2)[C]3[CH][CH][CH][CH]3.C(Cl)Cl.Cl[Pd]Cl.[Fe] (dichloro [1,1′-bis(diphenylphosphino)ferrocene]palladium (II) dichloromethane adduct). Run in CN(C)C=O (DMF). Run at temperature 80 celsius. Yields the product N1=C(C=CC=C1)C=1C=CC=C(C=O)C1 (5-(2-Pyridyl)benzaldehyde). RXN SMILES: Br[C:2]1[CH:3]=[CH:4][C:5](OC2C=CC(Cl)=C(Cl)C=2)=[C:6]([CH:9]=1)[CH:7]=[O:8].B1(B2OC(C)(C)C(C)(C)O2)OC(C)(C)C(C)(C)O1.C([O-])(=O)C.[K+].Br[C:43]1[CH:48]=[CH:47][CH:46]=[CH:45][N:44]=1.C([O-])([O-])=O.[Na+].[Na+]>CN(C=O)C.C1C=CC([PH+]([C]2[CH][CH][CH][CH]2)C2C=CC=CC=2)=CC=1.C1C=CC([PH+]([C]2[CH][CH][CH][CH]2)C2C=CC=CC=2)=CC=1.C(Cl)Cl.Cl[Pd]Cl.[Fe].C1C=CC(P(C2C=CC=CC=2)[C-]2C=CC=C2)=CC=1.C1C=CC(P(C2C=CC=CC=2)[C-]2C=CC=C2)=CC=1.Cl[Pd]Cl.[Fe+2]>[N:44]1[CH:45]=[CH:46][CH:47]=[CH:48][C:43]=1[C:2]1[CH:3]=[CH:4][CH:5]=[C:6]([CH:9]=1)[CH:7]=[O:8] |f:2.3,5.6.7,9.10.11.12.13,14.15.16.17,^1:64,65,66,67,68,82,83,84,85,86|. Procedure details: Under N2 in a flame-dried 25 mL round bottomed flask fitted with a magnetic stirrer was placed 200 mg (0.58 mmol) of 5-bromo-2-(3,4-dichlorophenoxy)benzaldehyde, 162 mg (0.64 mmol) of bis(pinacolato)diboron (Frontier Scientific Co.), 170 mg (1.7 mmol) of potassium acetate and 13 mg (0.018 mmol) of dichloro [1,1′-bis(diphenylphosphino)ferrocene]palladium (II) dichloromethane adduct (PdCl2(dppf), Strem Chemicals) in 5 mL of anhydrous DMF. The mixture was degassed with N2 for 5 min. and then heated... Reported procedure: (R)-3-(4-[3-(3,5-Bis(trifluoromethyl)phenyl)-1-(4-cyclohexylphenyl)ureidomethyl]benzoylamino]-2-hydroxypropionic acid ethyl ester (0.26 g, 0.38 mmol) was dissolved in ethanol (96%, 15 mL) and added solution hydroxide (4 N, 0.57 mL, 2.3 mmol). After stirring at 25° C. for 1 hour the mixture was evaporated in vacuo, and the residue was added water (30 mL) and acidified with hydrochloric acid (4 N, 0.62 mL). The aqueous phase was extracted twice with ethyl acetate (25 mL and 10 mL) and the combined... Isolated yield 84.8%. Reaction conditions: temperature 25 celsius, time 1 hour. Yields the product FC(C=1C=C(C=C(C1)C(F)(F)F)NC(N(C1=CC=C(C=C1)C1CCCCC1)CC1=CC=C(C(=O)NC[C@H](C(=O)O)O)C=C1)=O)(F)F ((R)-3-{4-[3-(3,5-Bis(trifluoromethyl)phenyl)-1-(4-cyclohexylphenyl)ureidomethyl]benzoylamino}-2-hydroxypropionic acid). Run in C(C)O (ethanol). As a reaction SMILES: C([O:3][C:4](=[O:48])[C@H:5]([OH:47])[CH2:6][NH:7][C:8](=[O:46])[C:9]1[CH:14]=[CH:13][C:12]([CH2:15][N:16]([C:34]2[CH:39]=[CH:38][C:37]([CH:40]3[CH2:45][CH2:44][CH2:43][CH2:42][CH2:41]3)=[CH:36][CH:35]=2)[C:17]([NH:19][C:20]2[CH:25]=[C:24]([C:26]([F:29])([F:28])[F:27])[CH:23]=[C:22]([C:30]([F:33])([F:32])[F:31])[CH:21]=2)=[O:18])=[CH:11][CH:10]=1)C.[OH-]>C(O)C>[F:27][C:26]([F:28])([F:29])[C:24]1[CH:25]=[C:20]([NH:19][C:17](=[O:18])[N:16]([CH2:15][C:12]2[CH:11]=[CH:10][C:9]([C:8]([NH:7][CH2:6][C@@H:5]([OH:47])[C:4]([OH:48])=[O:3])=[O:46])=[CH:14][CH:13]=2)[C:34]2[CH:39]=[CH:38][C:37]([CH:40]3[CH2:45][CH2:44][CH2:43][CH2:42][CH2:41]3)=[CH:36][CH:35]=2)[CH:21]=[C:22]([C:30]([F:32])([F:33])[F:31])[CH:23]=1. Reactants: C(C)OC([C@@H](CNC(C1=CC=C(C=C1)CN(C(=O)NC1=CC(=CC(=C1)C(F)(F)F)C(F)(F)F)C1=CC=C(C=C1)C1CCCCC1)=O)O)=O ((R)-3-(4-[3-(3,5-Bis(trifluoromethyl)phenyl)-1-(4-cyclohexylphenyl)ureidomethyl]benzoylamino]-2-hydroxypropionic acid ethyl ester), [OH-] (hydroxide). The solvent is P(=O)(Cl)(Cl)Cl (phosphoryl chloride). Isolated yield 160.9%. Reaction SMILES: [CH3:1][O:2][C:3]1[CH:8]=[CH:7][CH:6]=[CH:5][C:4]=1[N:9]1[C:21]2[C:20]3[CH:19]=[CH:18][CH:17]=[C:16]([O:22][C:23]([F:26])([F:25])[F:24])[C:15]=3[NH:14][C:13](=O)[C:12]=2[CH2:11][CH2:10]1>P(Cl)(Cl)(Cl)=O>[CH3:1][O:2][C:3]1[CH:8]=[CH:7][CH:6]=[CH:5][C:4]=1[N:9]1[C:21]2[C:20]3[CH:19]=[CH:18][CH:17]=[C:16]([O:22][C:23]([F:24])([F:26])[F:25])[C:15]=3[N:14]=[C:13]([NH:9][CH2:4][CH2:3][OH:2])[C:12]=2[CH2:11][CH2:10]1. Reactants: COC1=C(C=CC=C1)N1CCC=2C(NC=3C(=CC=CC3C21)OC(F)(F)F)=O (1-(2-Methoxyphenyl)-4-oxo-6-trifluoromethoxy-2,3,4,5-tetrahydro-pyrrolo[3,2-c]quinoline). Yields the product COC1=C(C=CC=C1)N1CCC=2C(=NC=3C(=CC=CC3C21)OC(F)(F)F)NCCO (1-(2-methoxyphenyl)-4-[(2-hydroxyethyl)amino]-6-trifluoromethoxy-2,3-dihydropyrrolo[3,2-c]quinoline). Reported procedure: 1-(2-Methoxyphenyl)-4-oxo-6-trifluoromethoxy-2,3,4,5-tetrahydro-pyrrolo[3,2-c]quinoline(3.0 g, 8.0 mmol) was dissolved in phosphoryl chloride(10 ml), then reaction mixture was refluxed for 2 hours. After removing the excess phosphoryl chloride by simple distillation, the residue was poured into iced water, neutralized with aqueous solution of sodium hydroxide(1N), stirred at room temperature for 30 minutes, and extracted with dichloromethane(20 ml) for 3 times. The organic layer was washed with ... Conditions: time 30 minute.